From a dataset of the Open Reaction Database (ORD), a public repository of structured organic reaction records. describe an organic reaction: reactants, conditions, products, and yield Starting materials: FC(C(=O)O)(F)F (trifluoroacetic acid), COC(=O)C1=NC=C(C=N1)N(C(CC(C)C)C1=CC=C(C=C1)C1=CC=C(C=C1)C(F)(F)F)C(=O)OC(C)(C)C ((+/−)-5-{tert-Butoxycarbonyl-[3-methyl-1-(4′-trifluoromethyl-biphenyl-4-yl)-butyl]-amino}-pyrimidine-2-carboxylic acid methyl ester), FC(C(=O)O)(F)F (trifluoroacetic acid). The solvent is ClCCl (dichloromethane). Reaction conditions: time 70 minute. The product is COC(=O)C1=NC=C(C=N1)NC(CC(C)C)C1=CC=C(C=C1)C1=CC=C(C=C1)C(F)(F)F ((+/−)-5-[3-methyl-1-(4′-trifluoromethyl-biphenyl-4-yl)-butylamino]-pyrimidine-2-carboxylic acid methyl ester). Isolated yield 50.7%. Reaction SMILES: [CH3:1][O:2][C:3]([C:5]1[N:10]=[CH:9][C:8]([N:11](C(OC(C)(C)C)=O)[CH:12]([C:17]2[CH:22]=[CH:21][C:20]([C:23]3[CH:28]=[CH:27][C:26]([C:29]([F:32])([F:31])[F:30])=[CH:25][CH:24]=3)=[CH:19][CH:18]=2)[CH2:13][CH:14]([CH3:16])[CH3:15])=[CH:7][N:6]=1)=[O:4].FC(F)(F)C(O)=O>ClCCl>[CH3:1][O:2][C:3]([C:5]1[N:6]=[CH:7][C:8]([NH:11][CH:12]([C:17]2[CH:22]=[CH:21][C:20]([C:23]3[CH:24]=[CH:25][C:26]([C:29]([F:32])([F:31])[F:30])=[CH:27][CH:28]=3)=[CH:19][CH:18]=2)[CH2:13][CH:14]([CH3:16])[CH3:15])=[CH:9][N:10]=1)=[O:4]. Procedure: (+/−)-5-{tert-Butoxycarbonyl-[3-methyl-1-(4′-trifluoromethyl-biphenyl-4-yl)-butyl]-amino}-pyrimidine-2-carboxylic acid methyl ester (1.498 g impure) was dissolved in dichloromethane (10 mL) and trifluoroacetic acid (3 mL) was added. This was stirred at room temperature. At 70 min, another 3 mL of trifluoroacetic acid was added. At 90 min, the reaction was concentrated and the material was partitioned between ethyl acetate and sat. NaHCO3. The aqueous layer was extracted with ethyl acetate and th... Reactants: CC1=C(OCC#N)C=CC=C1C (2,3-dimethylphenoxy-acetonitrile), C(C=C)NCCN (N-allyl-ethylenediamine), [Na+].S (sodium polysulfide), amine, Cl (hydrochloric acid). Yields the product Cl.C(C=C)N1C(=NCC1)COC1=C(C(=CC=C1)C)C (1-Allyl-2-(2,3-dimethylphenoxy-methvl)-2-imidazoline hydrochloride). As a reaction SMILES: [CH3:1][C:2]1[C:11]([CH3:12])=[CH:10][CH:9]=[CH:8][C:3]=1[O:4][CH2:5][C:6]#N.[CH2:13]([NH:16][CH2:17][CH2:18][NH2:19])[CH:14]=[CH2:15].[Na+].S.[ClH:22]>>[ClH:22].[CH2:13]([N:16]1[CH2:17][CH2:18][N:19]=[C:6]1[CH2:5][O:4][C:3]1[CH:8]=[CH:9][CH:10]=[C:11]([CH3:12])[C:2]=1[CH3:1])[CH:14]=[CH2:15] |f:2.3,5.6|. Reported procedure: 4.84 g (30 mmol) of 2,3-dimethylphenoxy-acetonitrile, 3.3 g (33 mmol) of N-allyl-ethylenediamine and 260 mg of sodium polysulfide (Na2S4) are stirred together at 50° C. for 4 hours. The excess amine is then stripped off under a high vacuum, ethanolic hydrochloric acid is added to the residue and the hydrochloride is precipitated by addition of ether. Reactants: [Si](C)(C)(C(C)(C)C)O[C@@H](CC(=O)OC)CC(\C=C\C1=C(C=C(C=C1)Cl)Cl)=O (methyl (3R,6E)-3[(tert-butyldimethylsilyl)oxy]-7-(2,4-dichlorophenyl)-5-oxo-6-heptenoate), F (hydrogen fluoride). The product is ClC1=C(C=CC(=C1)Cl)/C=C/C(C[C@H](CC(=O)OC)O)=O (methyl (3R,6E)-7-(2,4-dichlorophenyl)-5-oxo-3-hydroxy-6-heptenoate). Reaction SMILES: [Si]([O:8][C@H:9]([CH2:15][C:16](=[O:27])/[CH:17]=[CH:18]/[C:19]1[CH:24]=[CH:23][C:22]([Cl:25])=[CH:21][C:20]=1[Cl:26])[CH2:10][C:11]([O:13][CH3:14])=[O:12])(C(C)(C)C)(C)C.F>>[Cl:26][C:20]1[CH:21]=[C:22]([Cl:25])[CH:23]=[CH:24][C:19]=1/[CH:18]=[CH:17]/[C:16](=[O:27])[CH2:15][C@@H:9]([OH:8])[CH2:10][C:11]([O:13][CH3:14])=[O:12]. Reported procedure: The methyl (3R,6E)-3[(tert-butyldimethylsilyl)oxy]-7-(2,4-dichlorophenyl)-5-oxo-6-heptenoate is treated with hydrogen fluoride to remove the tert-butyldimethylsilyl group so as to give methyl (3R,6E)-7-(2,4-dichlorophenyl)-5-oxo-3-hydroxy-6-heptenoate, which is in turn converted into methyl (3R,5S,6E)-7-(2,4-dichlorophenyl)-3,5-dihydroxy-6-heptenoate by the Syn reduction using diethylmethoxyborane and sodium borohydride, in the manner described in Japanese Patent Provisional Publication H5 (1993... Reactants: COC([C@@H](NC(=O)N(CC=1N=C(OC1)C(C)C)C)C(C)C)=O (N-((N-methyl-N-((2-isopropyl-4-oxazolyl)methyl)amino)carbonyl)-L-valine methyl ester), LiOH monohydrate. Solvent: O1CCOCC1 (p-dioxane), O (H2O). Conditions: time 1 hour. Product: CN(CC=1N=C(OC1)C(C)C)C(=O)N[C@@H](C(C)C)C(=O)O (N-((N-Methyl-N-((2-isopropyl-4-oxazolyl)methyl)amino)carbonyl)-L-valine). The yield is 98.2%. RXN SMILES: C[O:2][C:3](=[O:22])[C@H:4]([CH:19]([CH3:21])[CH3:20])[NH:5][C:6]([N:8]([CH3:18])[CH2:9][C:10]1[N:11]=[C:12]([CH:15]([CH3:17])[CH3:16])[O:13][CH:14]=1)=[O:7]>O1CCOCC1.O>[CH3:18][N:8]([C:6]([NH:5][C@H:4]([C:3]([OH:22])=[O:2])[CH:19]([CH3:20])[CH3:21])=[O:7])[CH2:9][C:10]1[N:11]=[C:12]([CH:15]([CH3:17])[CH3:16])[O:13][CH:14]=1. Procedure: To a solution of N-((N-methyl-N-((2-isopropyl-4-oxazolyl)methyl)amino)carbonyl)-L-valine methyl ester 10 (0.511 g, 0.00164 mol) in p-dioxane (10 mL) and H2O (5 mL) was added LiOH monohydrate (0.103 g, 0.00246 mol). After stirring at room temperature for 1 hr, the p-dioxane was removed by rotary evaporation in vacuo, and the remaining aqueous solution was treated with 1N aq HCl (2.46 mL) and extracted with ethyl acetate (4×100 mL). The combined organic extract was washed with saturated brine and ... Starting materials: CC(=O)O[BH-](OC(C)=O)OC(C)=O, C1CCOC1, CCO, Cl, [Na+], OCCN1CCNCC1, O=Cc1cccnc1. The product is Cl, OCCN1CCN(Cc2cccnc2)CC1. As a reaction SMILES: [C:18]([O:19][BH-:20]([O:21][C:22](=[O:23])[CH3:24])[O:25][C:26](=[O:27])[CH3:28])(=[O:29])[CH3:30].[CH2:33]1[O:34][CH2:35][CH2:36][CH2:37]1.[CH3:38][CH2:39][OH:40].[ClH:32].[Na+:31].[OH:1][CH2:2][CH2:3][N:4]1[CH2:5][CH2:6][NH:7][CH2:8][CH2:9]1.[n:10]1[cH:11][c:12]([CH:16]=[O:17])[cH:13][cH:14][cH:15]1>>[ClH:32].[OH:1][CH2:2][CH2:3][N:4]1[CH2:5][CH2:6][N:7]([CH2:16][c:12]2[cH:11][n:10][cH:15][cH:14][cH:13]2)[CH2:8][CH2:9]1. The reactants are C(C)C1=C(C(=O)C(C(=O)OCC)C(=O)OCC)C(=C(C(=C1F)F)F)F (diethyl 2-ethyl-3,4,5,6-tetrafluoro-benzoylmalonate), C1(=CC=C(C=C1)S(=O)(=O)O)C (p-toluenesulfonic acid). Yields the product C(C)C1=C(C(=O)CC(=O)OCC)C(=C(C(=C1F)F)F)F (ethyl 2-ethyl-3,4,5,6-tetrafluorobenzoylacetate). The yield is 80.4%. Reaction SMILES: [CH2:1]([C:3]1[C:21]([F:22])=[C:20]([F:23])[C:19]([F:24])=[C:18]([F:25])[C:4]=1[C:5]([CH:7](C(OCC)=O)[C:8]([O:10][CH2:11][CH3:12])=[O:9])=[O:6])[CH3:2].C1(C)C=CC(S(O)(=O)=O)=CC=1>>[CH2:1]([C:3]1[C:21]([F:22])=[C:20]([F:23])[C:19]([F:24])=[C:18]([F:25])[C:4]=1[C:5]([CH2:7][C:8]([O:10][CH2:11][CH3:12])=[O:9])=[O:6])[CH3:2]. Reported procedure: Employing diethyl 2-ethyl-3,4,5,6-tetrafluoro-benzoylmalonate (17.2 g) and p-toluenesulfonic acid (0.25 g), the procedure of Reference Example 19 is repeated to give ethyl 2-ethyl-3,4,5,6-tetrafluorobenzoylacetate (11.09 g).